From a dataset of the Open Reaction Database (ORD), a public repository of structured organic reaction records. describe an organic reaction: reactants, conditions, products, and yield Starting materials: CC(C)c1nc(-c2cccc(N)c2)c(-c2ccnc(Cl)n2)s1, O=S(=O)(Cl)N1CCOCC1, c1ccncc1. Product: CC(C)c1nc(-c2cccc(NS(=O)(=O)N3CCOCC3)c2)c(-c2ccnc(Cl)n2)s1. RXN SMILES: [Cl:1][c:2]1[n:3][cH:4][cH:5][c:6](-[c:8]2[c:9](-[c:16]3[cH:17][c:18]([NH2:19])[cH:20][cH:21][cH:22]3)[n:10][c:11]([CH:13]([CH3:14])[CH3:15])[s:12]2)[n:7]1.[O:23]1[CH2:24][CH2:25][N:26]([S:29](=[O:30])(=[O:31])[Cl:32])[CH2:27][CH2:28]1.[cH:33]1[cH:34][cH:35][n:36][cH:37][cH:38]1>>[Cl:1][c:2]1[n:3][cH:4][cH:5][c:6](-[c:8]2[c:9](-[c:16]3[cH:17][c:18]([NH:19][S:29]([N:26]4[CH2:25][CH2:24][O:23][CH2:28][CH2:27]4)(=[O:30])=[O:31])[cH:20][cH:21][cH:22]3)[n:10][c:11]([CH:13]([CH3:14])[CH3:15])[s:12]2)[n:7]1.